This data is from the Open Reaction Database (ORD), a public repository of structured organic reaction records. The task is: describe an organic reaction: reactants, conditions, products, and yield Starting materials: COC(CC1C(COC(C)=O)C1(C)C)OC, CC(=O)OCC1C(CC=O)C1(C)C, CC(=O)OC(C)=O, CC(=O)[O-]. Yields the product CC(=O)OC=CC1C(COC(C)=O)C1(C)C. As a reaction SMILES: [C:1]([CH3:2])(=[O:3])[O:4][CH2:5][CH:6]1[CH:7]([CH2:11][CH:12]([O:13][CH3:14])[O:15][CH3:16])[C:8]1([CH3:9])[CH3:10].[C:21]([O:22][CH2:23][CH:24]1[CH:25]([CH2:26][CH:27]=[O:28])[C:29]1([CH3:30])[CH3:31])(=[O:32])[CH3:33].[C:34]([O:35][C:36](=[O:37])[CH3:38])(=[O:39])[CH3:40].[CH3:17][C:18]([O-:19])=[O:20]>>[C:1]([CH3:2])(=[O:3])[O:4][CH2:5][CH:6]1[CH:7]([CH:11]=[CH:12][O:19][C:18]([CH3:17])=[O:20])[C:8]1([CH3:9])[CH3:10]. Starting materials: CN(C)C=O, NC(=O)c1cc([N+](=O)[O-])ccc1Cl, O, O=S(=O)(Cl)c1ccccc1, c1ccncc1. The product is N#Cc1cc([N+](=O)[O-])ccc1Cl. Reaction SMILES: [CH3:14][N:15]([CH3:16])[CH:17]=[O:18].[Cl:1][c:2]1[c:3]([C:4](=[O:5])[NH2:6])[cH:7][c:8]([N+:11](=[O:12])[O-:13])[cH:9][cH:10]1.[OH2:35].[c:25]1([S:26]([Cl:27])(=[O:28])=[O:29])[cH:30][cH:31][cH:32][cH:33][cH:34]1.[cH:19]1[cH:20][cH:21][n:22][cH:23][cH:24]1>>[Cl:1][c:2]1[c:3]([C:4]#[N:6])[cH:7][c:8]([N+:11](=[O:12])[O-:13])[cH:9][cH:10]1.